Dataset: the Open Reaction Database (ORD), a public repository of structured organic reaction records. Task: describe an organic reaction: reactants, conditions, products, and yield Reactants: Clc1nc(N2CCOCC2)c2nc(CBr)ccc2n1, FC1(F)CCN(C2CNC2)CC1. Product: FC1(F)CCN(C2CN(Cc3ccc4nc(Cl)nc(N5CCOCC5)c4n3)C2)CC1. Reaction SMILES: [Br:1][CH2:2][c:3]1[cH:4][cH:5][c:6]2[n:7][c:8]([Cl:19])[n:9][c:10]([N:13]3[CH2:14][CH2:15][O:16][CH2:17][CH2:18]3)[c:11]2[n:12]1.[NH:20]1[CH2:21][CH:22]([N:24]2[CH2:25][CH2:26][C:27]([F:30])([F:31])[CH2:28][CH2:29]2)[CH2:23]1>>[CH2:2]([c:3]1[cH:4][cH:5][c:6]2[n:7][c:8]([Cl:19])[n:9][c:10]([N:13]3[CH2:14][CH2:15][O:16][CH2:17][CH2:18]3)[c:11]2[n:12]1)[N:20]1[CH2:21][CH:22]([N:24]2[CH2:25][CH2:26][C:27]([F:30])([F:31])[CH2:28][CH2:29]2)[CH2:23]1. Reactants: CCCCCCCCC=CCCCCCCCCN, CCO, [H][H]. Yields the product CCCCCCCCCCCCCCCCCCN. As a reaction SMILES: [CH2:1]([CH2:2][CH2:3][CH2:4][CH2:5][CH2:6][CH2:7][CH2:8][CH:9]=[CH:10][CH2:11][CH2:12][CH2:13][CH2:14][CH2:15][CH2:16][CH2:17][CH3:18])[NH2:19].[CH3:22][CH2:23][OH:24].[H:20][H:21]>>[CH2:1]([CH2:2][CH2:3][CH2:4][CH2:5][CH2:6][CH2:7][CH2:8][CH2:9][CH2:10][CH2:11][CH2:12][CH2:13][CH2:14][CH2:15][CH2:16][CH2:17][CH3:18])[NH2:19]. Starting materials: CC(C)(C)C1N(CCN(C1)CC(C1=C(C2=C(C(OC2)=O)C=C1)C)OCC)C(=O)[O-] (1,1-Dimethylethyl-4-[2-(ethyloxy)-2-(4-methyl-1-oxo-1,3-dihydro-2-benzofuran-5-yl)ethyl]piperazine-1-carboxylate), Cl (HCl). Solvent: O1CCOCC1 (dioxane). Run at time 1 hour. The product is Cl.C(C)OC(CN1CCNCC1)C1=C(C2=C(C(OC2)=O)C=C1)C (5-[1-(ethyloxy)-2-piperazin-1-ylethyl]-4-methyl-2-benzofuran-1(3H)-one hydrochloride). As a reaction SMILES: CC([CH:5]1[CH2:10][N:9]([CH2:11][CH:12]([O:24][CH2:25][CH3:26])[C:13]2[CH:22]=[CH:21][C:16]3[C:17](=[O:20])[O:18][CH2:19][C:15]=3[C:14]=2[CH3:23])[CH2:8][CH2:7][N:6]1C([O-])=O)(C)C.[ClH:30]>O1CCOCC1>[ClH:30].[CH2:25]([O:24][CH:12]([C:13]1[CH:22]=[CH:21][C:16]2[C:17](=[O:20])[O:18][CH2:19][C:15]=2[C:14]=1[CH3:23])[CH2:11][N:9]1[CH2:10][CH2:5][NH:6][CH2:7][CH2:8]1)[CH3:26] |f:3.4|. Procedure: 1,1-Dimethylethyl-4-[2-(ethyloxy)-2-(4-methyl-1-oxo-1,3-dihydro-2-benzofuran-5-yl)ethyl]piperazine-1-carboxylate was treated with 4M HCl in dioxane (4 mL) and stirred at room temperature for 1 h. The reaction mixture was concentrated to dryness. Analysis by LC indicated complete removal of the Boc group and formation of 5-[1-(ethyloxy)-2-piperazin-1-ylethyl]-4-methyl-2-benzofuran-1(3H)-one hydrochloride. Starting materials: CC1(NC(=O)OCc2ccccc2)CCN(c2cncc(C#N)c2)CC1, O=C[O-], CC(C)O, [NH4+]. Product: CC1(N)CCN(c2cncc(C#N)c2)CC1. Reaction SMILES: [CH2:1]([O:2][C:3](=[O:4])[NH:10][C:11]1([CH3:25])[CH2:12][CH2:13][N:14]([c:17]2[cH:18][n:19][cH:20][c:21]([C:23]#[N:24])[cH:22]2)[CH2:15][CH2:16]1)[c:5]1[cH:6][cH:7][cH:8][cH:9][cH:26]1.[CH:27]([O-:28])=[O:29].[CH:31]([OH:32])([CH3:33])[CH3:34].[NH4+:30]>>[NH2:10][C:11]1([CH3:25])[CH2:12][CH2:13][N:14]([c:17]2[cH:18][n:19][cH:20][c:21]([C:23]#[N:24])[cH:22]2)[CH2:15][CH2:16]1. Product: IC=1C=C(C(=NC1)OC)C (5-Iodo-3-methyl-2-methoxy-pyridine). Reaction SMILES: Br[C:2]1[C:7]([CH3:8])=[CH:6][C:5]([I:9])=[CH:4][N:3]=1.[CH3:10][O-:11].[Na+]>CS(C)=O.C(OCC)C.O>[I:9][C:5]1[CH:6]=[C:7]([CH3:8])[C:2]([O:11][CH3:10])=[N:3][CH:4]=1 |f:1.2|. Yield: 71.8%. Reported procedure: To a solution containing 2-bromo-5-iodo-3-methyl-pyridine (4.80 g, 16.0 mmol) in DMSO (15 mL) is added methanolic NaOMe (3.33 M, 5.3 mL, 17.7 mmol) at 0° C. The solution is allowed to warm to ambient temperature and then heated at 70° C. for 1 hour. The reaction mixture is diluted with diethyl ether (300 mL) and water (200 mL) and the layers are separated. The organic phase is washed with brine, dried over anhydrous Na2SO4, filtered and concentrated. The crude product is purified by silica gel f... Reactants: BrC1=NC=C(C=C1C)I (2-bromo-5-iodo-3-methyl-pyridine), C[O-].[Na+] (NaOMe). Solvent: CS(=O)C (DMSO), C(C)OCC (diethyl ether), O (water). The reactants are COC=1C=CC=C2C=CC(=NC12)C=O (8-methoxyquinoline-2-carbaldehyde), O.[OH-].[Li+] (lithium hydroxide hydrate), [H-].[Na+] (sodium hydride), COP(=O)(OC)CC(=O)OC (methyl 2-(dimethoxyphosphoryl)acetate). Run in O1CCCC1 (tetrahydrofuran), O (water), O1CCCC1 (tetrahydrofuran). Reaction conditions: temperature 0 celsius, time 30 minute. Product: COC=1C=CC=C2C=CC(=NC12)/C=C/C(=O)O ((E)-3-(8-Methoxyquinolin-2-yl)acrylic acid). The yield is 82.9%. Reaction SMILES: [H-].[Na+].COP([CH2:9][C:10]([O:12]C)=[O:11])(OC)=O.[CH3:14][O:15][C:16]1[CH:17]=[CH:18][CH:19]=[C:20]2[C:25]=1[N:24]=[C:23]([CH:26]=O)[CH:22]=[CH:21]2.O.[OH-].[Li+]>O1CCCC1.O>[CH3:14][O:15][C:16]1[CH:17]=[CH:18][CH:19]=[C:20]2[C:25]=1[N:24]=[C:23](/[CH:26]=[CH:9]/[C:10]([OH:12])=[O:11])[CH:22]=[CH:21]2 |f:0.1,4.5.6|. Procedure details: To a suspension of sodium hydride (60%) (0.8 mg, 20.0 mmol) in tetrahydrofuran (80 mL) was added methyl 2-(dimethoxyphosphoryl)acetate (2.65 mg, 12 mmol) dropwise at 0° C. After the addition was completed, the mixture was stirred for 30 min at 0° C. A solution of 8-methoxyquinoline-2-carbaldehyde (1.87 g, 10.0 mmol) in tetrahydrofuran (20 mL) was then added dropwise over a period of 50 min. The mixture was stirred at 0° C. for 1 h. A solution of lithium hydroxide hydrate (1.26 g, 30.0 mmol) in w...